From a dataset of the Open Reaction Database (ORD), a public repository of structured organic reaction records. describe an organic reaction: reactants, conditions, products, and yield Conditions: time 10 minute. Reported procedure: Similar to the method described in Example 103, tert-butyl 4-hydroxypiperidine-1-carboxylate (Aldrich; 357 mg, 1.77 mmol) was added to a suspension of NaH (70.9 mg, 1.77 mmol) in DMF (2.0 mL) and the resulting light yellow solution was stirred at RT for 10 min. 2-(2-Chloroquinolin-8-yl)-6,7-dihydro-1H-pyrrolo[3,2-c]pyridin-4(5H)-one (Example 1; 66 mg, 0.22 mmol) was added and the resulting dark red solution was stirred at RT for 5 min, then heated at 70° C. for 2.5 h. The mixture was cooled to R... RXN SMILES: [OH:1][CH:2]1[CH2:7][CH2:6][N:5]([C:8]([O:10][C:11]([CH3:14])([CH3:13])[CH3:12])=[O:9])[CH2:4][CH2:3]1.[H-].[Na+].Cl[C:18]1[CH:27]=[CH:26][C:25]2[C:20](=[C:21]([C:28]3[NH:36][C:35]4[CH2:34][CH2:33][NH:32][C:31](=[O:37])[C:30]=4[CH:29]=3)[CH:22]=[CH:23][CH:24]=2)[N:19]=1>CN(C=O)C>[O:37]=[C:31]1[C:30]2[CH:29]=[C:28]([C:21]3[CH:22]=[CH:23][CH:24]=[C:25]4[C:20]=3[N:19]=[C:18]([O:1][CH:2]3[CH2:3][CH2:4][N:5]([C:8]([O:10][C:11]([CH3:14])([CH3:13])[CH3:12])=[O:9])[CH2:6][CH2:7]3)[CH:27]=[CH:26]4)[NH:36][C:35]=2[CH2:34][CH2:33][NH:32]1 |f:1.2|. Reactants: OC1CCN(CC1)C(=O)OC(C)(C)C (tert-butyl 4-hydroxypiperidine-1-carboxylate), [H-].[Na+] (NaH), ClC1=NC2=C(C=CC=C2C=C1)C1=CC=2C(NCCC2N1)=O (2-(2-Chloroquinolin-8-yl)-6,7-dihydro-1H-pyrrolo[3,2-c]pyridin-4(5H)-one). Solvent: CN(C)C=O (DMF). Product: O=C1NCCC2=C1C=C(N2)C=2C=CC=C1C=CC(=NC21)OC2CCN(CC2)C(=O)OC(C)(C)C (tert-butyl 4-((8-(4-oxo-4,5,6,7-tetrahydro-1H-pyrrolo[3,2-c]pyridin-2-yl)quinolin-2-yl)oxy)piperidine-1-carboxylate).